describe an organic reaction: reactants, conditions, products, and yield From a dataset of the Open Reaction Database (ORD), a public repository of structured organic reaction records. The reactants are CC(C)(C#N)N=NC(C)(C)C#N (AIBN), C1CC(=O)N(C1=O)Br (NBS), CC(C)(C)[Si](OC1=C(C=CC=C1)C)(C)C ((1,1-dimethylethyl)dimethyl(2-methylphenoxy)silane). The solvent is C(Cl)(Cl)(Cl)Cl (CCl4). Yields the product BrCC1=C(O[Si](C)(C)C(C)(C)C)C=CC=C1 ([2-(bromomethyl)phenoxy](1,1-dimethylethyl)dimethylsilane). Reaction SMILES: CC(N=NC(C#N)(C)C)(C#N)C.C1C(=O)N([Br:20])C(=O)C1.[CH3:21][C:22]([Si:25]([CH3:35])([CH3:34])[O:26][C:27]1[CH:32]=[CH:31][CH:30]=[CH:29][C:28]=1[CH3:33])([CH3:24])[CH3:23]>C(Cl)(Cl)(Cl)Cl>[Br:20][CH2:33][C:28]1[CH:29]=[CH:30][CH:31]=[CH:32][C:27]=1[O:26][Si:25]([C:22]([CH3:21])([CH3:23])[CH3:24])([CH3:34])[CH3:35]. Reported procedure: Add TBDMSCl (4.6 g, 30.5 mmol) to a solution of o-cresol (3 g, 28 mmol) and imidazole (2.08 g, 30.5 mmol) in 25 ml of dry DMF and stir at room temperature. After 7 h, pour the reaction into H2O and extract with hexane twice. Combine the organic layers, wash with H2O, dry over Na2SO4, filter and concentrate under reduced pressure to give a residue. Purify the residue by column chromatography on silica gel eluting with hexane to afford pure (1,1-dimethylethyl)dimethyl(2-methylphenoxy)silane as col... Starting materials: C(C)N1N=C(C(=C1)C(=O)O)C (1-ethyl-3-methyl-1H-pyrazole-4-carboxylic acid), NC=1C=C(OC=2C=CC=3N(C2)N=C(N3)NC(=O)C3CC3)C=CC1 (N-[6-(3-aminophenoxy)[1,2,4]triazolo[1,5-a]pyridin-2-yl]cyclopropanecarboxamide), O1CCCC1 (tetrahydrofuran), C(C(=O)Cl)(=O)Cl (oxalyl chloride). Reagents/catalysts: CN(C=O)C (N,N-dimethylformamide). The solvent is CN(C(C)=O)C (N,N-dimethylacetamide). Product: C1(CC1)C(=O)NC1=NN2C(C=CC(=C2)OC=2C=C(C=CC2)NC(=O)C=2C(=NN(C2)CC)C)=N1 (N-[3-({2-[(cyclopropylcarbonyl)amino][1,2,4]triazolo[1,5-a]pyridin-6-yl}oxy)phenyl]-1-ethyl-3-methyl-1H-pyrazole-4-carboxamide). Yield: 79.9%. Reaction SMILES: [CH2:1]([N:3]1[CH:7]=[C:6]([C:8]([OH:10])=O)[C:5]([CH3:11])=[N:4]1)[CH3:2].O1CCCC1.C(Cl)(=O)C(Cl)=O.[NH2:23][C:24]1[CH:25]=[C:26]([CH:43]=[CH:44][CH:45]=1)[O:27][C:28]1[CH:29]=[CH:30][C:31]2[N:32]([N:34]=[C:35]([NH:37][C:38]([CH:40]3[CH2:42][CH2:41]3)=[O:39])[N:36]=2)[CH:33]=1>CN(C)C=O.CN(C)C(=O)C>[CH:40]1([C:38]([NH:37][C:35]2[N:36]=[C:31]3[CH:30]=[CH:29][C:28]([O:27][C:26]4[CH:25]=[C:24]([NH:23][C:8]([C:6]5[C:5]([CH3:11])=[N:4][N:3]([CH2:1][CH3:2])[CH:7]=5)=[O:10])[CH:45]=[CH:44][CH:43]=4)=[CH:33][N:32]3[N:34]=2)=[O:39])[CH2:41][CH2:42]1. Procedure details: In the same manner as in Example 18-4 and using 1-ethyl-3-methyl-1H-pyrazole-4-carboxylic acid (198 mg, 1.28 mmol), tetrahydrofuran (7 mL), oxalyl chloride (169 μL, 1.94 mmol), N-[6-(3-aminophenoxy)[1,2,4]triazolo[1,5-a]pyridin-2-yl]cyclopropanecarboxamide (200 mg, 0.646 mmol), N,N-dimethylformamide (1 drop) and N,N-dimethylacetamide (3 mL) as starting materials, the title compound (230 mg, 80%) was obtained as a white solid. Starting materials: C(COCCO)O (diethylene glycol), CC=1C(=CC(=CC1)N=C=O)N=C=O (tolylene diisocyanate). Reaction conditions: time 3 hour. The product is C(COCCO)O.CC=1C(=CC(=CC1)N=C=O)N=C=O (diethylene glycol tolylene diisocyanate), [N-]=C=O (isocyanate), 220. As a reaction SMILES: [CH3:1][C:2]1[C:3]([N:11]=[C:12]=[O:13])=[CH:4][C:5]([N:8]=[C:9]=[O:10])=[CH:6][CH:7]=1.[CH2:14]([OH:20])[CH2:15][O:16][CH2:17][CH2:18][OH:19]>>[CH2:14]([OH:20])[CH2:15][O:16][CH2:17][CH2:18][OH:19].[CH3:1][C:2]1[C:3]([N:11]=[C:12]=[O:13])=[CH:4][C:5]([N:8]=[C:9]=[O:10])=[CH:6][CH:7]=1.[N-:8]=[C:9]=[O:10] |f:2.3|. Procedure details: After heating 2 moles of tolylene diisocyanate at 40°C., one mole of diethylene glycol was added dropwise thereto during a period of 3 hours. After completion of the dropping, the reaction was carried out for 2 hours at 60°C. to obtain a diethylene glycol-tolylene diisocyanate adduct of an isocyanate equivalent of 220. The reactants are COCCOC, CCCCCC(=O)CP(=O)(OC)OC, [Cl-], O=C1CCC(=O)N1Cl, [H-], [NH4+], [Na+]. Reaction SMILES: [CH3:27][O:28][CH2:29][CH2:30][O:31][CH3:32].[CH3:3][O:4][P:5]([O:6][CH3:7])(=[O:8])[CH2:9][C:10]([CH2:11][CH2:12][CH2:13][CH2:14][CH3:15])=[O:16].[Cl-:25].[Cl:17][N:18]1[C:19](=[O:20])[CH2:21][CH2:22][C:23]1=[O:24].[H-:1].[NH4+:26].[Na+:2]>>[CH3:3][O:4][P:5]([O:6][CH3:7])(=[O:8])[CH:9]([C:10]([CH2:11][CH2:12][CH2:13][CH2:14][CH3:15])=[O:16])[Cl:17]. Product: CCCCCC(=O)C(Cl)P(=O)(OC)OC. Reactants: O (water), [H-].[Na+] (Sodium hydride), CN1C(NC(C2NCCN=C12)=O)=O (1-methyl-2,4-dioxotetrahydropteridine), BrCCCCCCCCCC=C (1-bromoundec-10-ene). The solvent is CS(=O)C (dimethylsulfoxide). Reaction conditions: time 20 minute. Yields the product C(CCCCCCCCC=C)N1C(N(C2=NCCNC2C1=O)C)=O (3-(10-undecenyl)-1-methyl-2,4-dioxotetrahydropteridine). The yield is 74.7%. Reaction SMILES: [H-].[Na+].[CH3:3][N:4]1[C:13]2[CH:8]([NH:9][CH2:10][CH2:11][N:12]=2)[C:7](=[O:14])[NH:6][C:5]1=[O:15].Br[CH2:17][CH2:18][CH2:19][CH2:20][CH2:21][CH2:22][CH2:23][CH2:24][CH2:25][CH:26]=[CH2:27].O>CS(C)=O>[CH2:27]([N:6]1[C:7](=[O:14])[CH:8]2[C:13](=[N:12][CH2:11][CH2:10][NH:9]2)[N:4]([CH3:3])[C:5]1=[O:15])[CH2:26][CH2:25][CH2:24][CH2:23][CH2:22][CH2:21][CH2:20][CH2:19][CH:18]=[CH2:17] |f:0.1|. Procedure details: This example illustrates a synthesis of 7-(11,10-Oxidondecyl)-1-methyl-2,4-dioxotetrahydropteridine (inventive compound no. 1426). 1-Methyl-4,5-diaminouracil (13.6 g; 59.4 mole) was suspended in water (150 mL) and converted to its hydrochloride by drop-wise addition of concentrated hydrochloric acid unitl the solution is strongly acidic. Glyoxan sodiumbisulphite (20.4 g; 71.8 mmol) was then added and the reaction mixture refluxed for 30 minutes. The reaction mixture was cooled to room temperatur... Starting materials: O=C([O-])[O-], O=C(Cl)c1ccccc1, ClCCl, CNC1CN(C2CCCCC2)CC1O, [K+], [K+]. Product: CN(C(=O)c1ccccc1)C1CN(C2CCCCC2)CC1O, Cl. As a reaction SMILES: [C:15](=[O:16])([O-:17])[O-:18].[C:21]([c:22]1[cH:23][cH:24][cH:25][cH:26][cH:27]1)(=[O:28])[Cl:29].[CH2:30]([Cl:31])[Cl:32].[CH:1]1([N:7]2[CH2:8][CH:9]([OH:14])[CH:10]([NH:12][CH3:13])[CH2:11]2)[CH2:2][CH2:3][CH2:4][CH2:5][CH2:6]1.[K+:19].[K+:20]>>[CH:1]1([N:7]2[CH2:8][CH:9]([OH:14])[CH:10]([N:12]([CH3:13])[C:21]([c:22]3[cH:23][cH:24][cH:25][cH:26][cH:27]3)=[O:28])[CH2:11]2)[CH2:2][CH2:3][CH2:4][CH2:5][CH2:6]1.[ClH:29].